This data is from the Open Reaction Database (ORD), a public repository of structured organic reaction records. The task is: describe an organic reaction: reactants, conditions, products, and yield Reactants: ClC=1C(=CC=C2C(=CN=CC12)C)O (8-Chloro-7-hydroxy-4-methylisoquinoline), ClP(C1=CC=CC=C1)(C1=CC=CC=C1)(C1=CC=CC=C1)Cl (dichlorotriphenylphosphorane). Conditions: time 4 hour. Yields the product ClC1=CC=C2C(=CN=CC2=C1Cl)C (7,8-dichloro-4-methylisoquinoline). RXN SMILES: [Cl:1][C:2]1[C:3](O)=[CH:4][CH:5]=[C:6]2[C:11]=1[CH:10]=[N:9][CH:8]=[C:7]2[CH3:12].[Cl:14]P(Cl)(C1C=CC=CC=1)(C1C=CC=CC=1)C1C=CC=CC=1>>[Cl:14][C:3]1[C:2]([Cl:1])=[C:11]2[C:6]([C:7]([CH3:12])=[CH:8][N:9]=[CH:10]2)=[CH:5][CH:4]=1. Reported procedure: 8-Chloro-7-hydroxy-4-methylisoquinoline (0.04 mole) and dichlorotriphenylphosphorane (0.04 mole) are heated to 240° C. under a nitrogen atmosphere. After four hours, the mixture is allowed to cool and is partitioned between chloroform and concentrated hydrochloric acid. The acidic extract is washed with chloroform, basified and extracted with chloroform. The chloroform extract is washed with water, dried over sodium sulfate and evaporated to yield 7,8-dichloro-4-methylisoquinoline. The product i... Starting materials: C(C)C1=NNC=C1C(=O)[O-] (Ethyl-4-pyrazole-carboxylate), C([O-])([O-])=O.[K+].[K+] (potassium carbonate), C(C1=CC=CC=C1)Br (Benzyl Bromide), CC(=O)C (Acetone). Run at temperature 60 celsius, time 14 hour. Product: C(C1=CC=CC=C1)N1N=CC(=C1)C(=O)OCC (ethyl 1-benzylpyrazole-4-carboxylate). As a reaction SMILES: C([C:3]1[C:7]([C:8]([O-:10])=[O:9])=[CH:6][NH:5][N:4]=1)C.C(=O)([O-])[O-].[K+].[K+].[CH2:17](Br)[C:18]1[CH:23]=[CH:22][CH:21]=[CH:20][CH:19]=1.[CH3:25][C:26](C)=O>>[CH2:17]([N:4]1[CH:3]=[C:7]([C:8]([O:10][CH2:25][CH3:26])=[O:9])[CH:6]=[N:5]1)[C:18]1[CH:23]=[CH:22][CH:21]=[CH:20][CH:19]=1 |f:1.2.3|. Reported procedure: To a solution of Ethyl-4-pyrazole-carboxylate (14.0 g, 100 mmol) in Acetone (200 ml) was added potassium carbonate (27.6 g, 200 mmol) and Benzyl Bromide (12 ml, 100 mmol). The mixture was heated to 60° C. and stirred for 14 hours. The reaction mixture was cooled and filtered to remove any solids. The filtrate was concentrated and the residue was purified using column chromatography (3:1 Hexanes:Ethyl Acetate) to yield ethyl 1-benzylpyrazole-4-carboxylate (19.0 g, HNMR)